This data is from the Open Reaction Database (ORD), a public repository of structured organic reaction records. The task is: describe an organic reaction: reactants, conditions, products, and yield Procedure: 1.0 g of 4-(4-biphenyloxy)-1-aminobutane hydrochloride suspended in 50 ml of ether is stirred with a twofold stoichiometric excess of dilute aqueous potassium carbonate solution until the salt is completely dissolved. The organic layer is then separated, washed twice with water, dried over magnesium sulfate and evaporated to yield 4-(4-biphenyloxy)-1-aminobutane as the free base. Yields the product C1(=CC=C(C=C1)OCCCCN)C1=CC=CC=C1 (4-(4-biphenyloxy)-1-aminobutane). Reaction SMILES: Cl.[C:2]1([C:14]2[CH:19]=[CH:18][CH:17]=[CH:16][CH:15]=2)[CH:7]=[CH:6][C:5]([O:8][CH2:9][CH2:10][CH2:11][CH2:12][NH2:13])=[CH:4][CH:3]=1.C(=O)([O-])[O-].[K+].[K+]>CCOCC>[C:2]1([C:14]2[CH:15]=[CH:16][CH:17]=[CH:18][CH:19]=2)[CH:7]=[CH:6][C:5]([O:8][CH2:9][CH2:10][CH2:11][CH2:12][NH2:13])=[CH:4][CH:3]=1 |f:0.1,2.3.4|. The solvent is CCOCC (ether). Reactants: Cl.C1(=CC=C(C=C1)OCCCCN)C1=CC=CC=C1 (4-(4-biphenyloxy)-1-aminobutane hydrochloride), C([O-])([O-])=O.[K+].[K+] (potassium carbonate). Starting materials: C1CCNCC1, Cn1ncc(-c2ccc(OCCCCl)cc2)cc1=O, Cl. Product: Cn1ncc(-c2ccc(OCCCN3CCCCC3)cc2)cc1=O. As a reaction SMILES: [CH2:21]1[CH2:22][CH2:23][NH:24][CH2:25][CH2:26]1.[Cl:2][CH2:3][CH2:4][CH2:5][O:6][c:7]1[cH:8][cH:9][c:10](-[c:13]2[cH:14][c:15](=[O:20])[n:16]([CH3:19])[n:17][cH:18]2)[cH:11][cH:12]1.[ClH:1]>>[CH2:3]([CH2:4][CH2:5][O:6][c:7]1[cH:8][cH:9][c:10](-[c:13]2[cH:14][c:15](=[O:20])[n:16]([CH3:19])[n:17][cH:18]2)[cH:11][cH:12]1)[N:24]1[CH2:23][CH2:22][CH2:21][CH2:26][CH2:25]1. Reactants: FC=1C=C(N)C=C(C1)C(F)(F)F (3-Fluoro-5-trifluoromethylaniline), C(C)OCC (diethylether), Cl (hydrochloric acid). Reaction conditions: temperature 25 celsius, time 1 hour. Yields the product FC=1C=C(C=C(C1)C(F)(F)F)N=C=O (3-fluoro-5-trifluoromethylphenylisocyanate). RXN SMILES: [F:1][C:2]1[CH:3]=[C:4]([CH:6]=[C:7]([C:9]([F:12])([F:11])[F:10])[CH:8]=1)[NH2:5].Cl.[CH2:14]([O:16]CC)C>>[F:1][C:2]1[CH:3]=[C:4]([N:5]=[C:14]=[O:16])[CH:6]=[C:7]([C:9]([F:10])([F:11])[F:12])[CH:8]=1. Procedure details: 3-Fluoro-5-trifluoromethylaniline (2 g, 11.2 mmol) was dissolved in 20 mL diethylether and added concentrated hydrochloric acid (37%, 1.5 mL, 18 mmol). Upon stirring for 1 hour at 25° C. the solvent was removed in vacuo and the white solid was stripped with toluene (3×20 mL). Diphosgene (20 mL) was added to the hydrochloride salt and the mixture was refluxed over night. Excess diphosgene was removed in vacuo and the clear oil was stripped with toluene (3×20 mL). The obtained isocyanate was used ... Starting materials: FC1=C(OC=2C=C(C(=O)O)C=CC2[N+](=O)[O-])C=CC(=C1)F (3-(2,4-difluorophenoxy)-4-nitrobenzoic acid), C(C)O (ethanol). The reagents and catalysts are S(O)(O)(=O)=O (sulfuric acid). Product: FC1=C(OC=2C=C(C(=O)OCC)C=CC2[N+](=O)[O-])C=CC(=C1)F (ethyl 3-(2,4-difluorophenoxy)-4-nitrobenzoate). RXN SMILES: [F:1][C:2]1[CH:20]=[C:19]([F:21])[CH:18]=[CH:17][C:3]=1[O:4][C:5]1[CH:6]=[C:7]([CH:11]=[CH:12][C:13]=1[N+:14]([O-:16])=[O:15])[C:8]([OH:10])=[O:9].[CH2:22](O)[CH3:23]>S(=O)(=O)(O)O>[F:1][C:2]1[CH:20]=[C:19]([F:21])[CH:18]=[CH:17][C:3]=1[O:4][C:5]1[CH:6]=[C:7]([CH:11]=[CH:12][C:13]=1[N+:14]([O-:16])=[O:15])[C:8]([O:10][CH2:22][CH3:23])=[O:9]. Procedure details: A mixture of 3-(2,4-difluorophenoxy)-4-nitrobenzoic acid (1.0 g) and sulfuric acid (3 drops) in ethanol (5 ml) was refluxed for 8 hours. Ethanol was evaporated under reduced pressure, and the residue was dissolved in ethyl acetate, washed with a saturated aqueous solution of sodium bicarbonate, dried over magnesium sulfate, and concentrated to give pale brown needles of ethyl 3-(2,4-difluorophenoxy)-4-nitrobenzoate (1.1 g). The product is N1N=CC2=CC(=CC=C12)C(=CC(=O)NC)C1=CC=CC=C1 (3-(1H-Indazol-5-yl)-N-methyl 3-phenyl-acrylamide). RXN SMILES: C([O:3][C:4](=O)[CH:5]=[C:6]([C:13]1[CH:14]=[C:15]2[C:19](=[CH:20][CH:21]=1)[NH:18][N:17]=[CH:16]2)[C:7]1[CH:12]=[CH:11][CH:10]=[CH:9][CH:8]=1)C.C(OC(=O)C=C(C1C=CC=C2C=1C(C#N)=[CH:38][NH:39]2)C1C=CC=CC=1)C>>[NH:18]1[C:19]2[C:15](=[CH:14][C:13]([C:6]([C:7]3[CH:12]=[CH:11][CH:10]=[CH:9][CH:8]=3)=[CH:5][C:4]([NH:39][CH3:38])=[O:3])=[CH:21][CH:20]=2)[CH:16]=[N:17]1. Procedure: 3-(1H-Indazol-5-yl)-N-methyl 3-phenyl-acrylamide CCIV was prepared from 3-(1H-indazol-5-yl)-3-phenyl-acrylic acid ethyl ester using the procedure described for preparation of 3-(1H-Indol-7-yl)-N-methyl-3-phenyl-acrylamide XVIII (see Example 4). Starting materials: C(C)OC(C=C(C1=CC=CC=C1)C=1C=C2C=NNC2=CC1)=O (3-(1H-indazol-5-yl)-3-phenyl-acrylic acid ethyl ester), C(C)OC(C=C(C1=CC=CC=C1)C1=C2C(=CNC2=CC=C1)C#N)=O (3-(3-cyano-1H-Indol-4-yl)-3-phenyl-acrylic acid ethyl ester). Starting materials: [N+](=O)([O-])C1=CC=C(C(=O)CC(=O)OCC)C=C1 (ethyl 4-nitrobenzoylacetate), COC(N(C)C)OC (N,N-dimethylformamide dimethylacetal). The solvent is C1=CC=CC=C1 (benzene), C1=CC=CC=C1 (benzene). The product is [N+](=O)([O-])C1=CC=C(C(=O)C(C(=O)OCC)=CN(C)C)C=C1 (ethyl 2-(4-nitrobenzoyl)-3-dimethylaminopropenoate). Yield: 85.2%. RXN SMILES: [N+:1]([C:4]1[CH:17]=[CH:16][C:7]([C:8]([CH2:10][C:11]([O:13][CH2:14][CH3:15])=[O:12])=[O:9])=[CH:6][CH:5]=1)([O-:3])=[O:2].CO[CH:20](OC)[N:21]([CH3:23])[CH3:22]>C1C=CC=CC=1>[N+:1]([C:4]1[CH:5]=[CH:6][C:7]([C:8]([C:10](=[CH:20][N:21]([CH3:23])[CH3:22])[C:11]([O:13][CH2:14][CH3:15])=[O:12])=[O:9])=[CH:16][CH:17]=1)([O-:3])=[O:2]. Procedure details: To a solution of ethyl 4-nitrobenzoylacetate (11.9 g) in benzene (100 ml) was dropwise added N,N-dimethylformamide dimethylacetal (9.5 g) dissolved in benzene (50 ml) during a period of 0.5 hour, under stirring at room temperature. The mixture was refluxed for 4 hours. The reaction mixture was evaporated under reduced pressure. The resulting oil was recrystallized from ether-hexane to give 12.5 g of ethyl 2-(4-nitrobenzoyl)-3-dimethylaminopropenoate. Reactants: Cl.C(C)OC(CC=1C=C(C(=CC1)OC)C1=C(C=C(C=C1)C=1C=NC(=CC1)OCC)CNCC)=O ([4′-(6-ethoxy-pyridin-3-yl)-2′-ethylaminomethyl-6-methoxy-biphenyl-3-yl]-acetic acid ethyl ester, hydrochloride), C(C1=CC=CC=C1)(=O)Cl (benzoyl chloride). Yields the product C(C)OC(CC=1C=C(C(=CC1)OC)C1=C(C=C(C=C1)C=1C=NC(=CC1)OCC)CN(CC)C(C1=CC=CC=C1)=O)=O ([2′-[(Benzoyl-ethyl-amino)-methyl]-4′-(6-ethoxy-pyridin-3-yl)-6-methoxy-biphenyl-3-yl]-acetic acid ethyl ester). RXN SMILES: Cl.[CH2:2]([O:4][C:5](=[O:34])[CH2:6][C:7]1[CH:8]=[C:9]([C:15]2[CH:20]=[CH:19][C:18]([C:21]3[CH:22]=[N:23][C:24]([O:27][CH2:28][CH3:29])=[CH:25][CH:26]=3)=[CH:17][C:16]=2[CH2:30][NH:31][CH2:32][CH3:33])[C:10]([O:13][CH3:14])=[CH:11][CH:12]=1)[CH3:3].[C:35](Cl)(=[O:42])[C:36]1[CH:41]=[CH:40][CH:39]=[CH:38][CH:37]=1>>[CH2:2]([O:4][C:5](=[O:34])[CH2:6][C:7]1[CH:8]=[C:9]([C:15]2[CH:20]=[CH:19][C:18]([C:21]3[CH:22]=[N:23][C:24]([O:27][CH2:28][CH3:29])=[CH:25][CH:26]=3)=[CH:17][C:16]=2[CH2:30][N:31]([C:35](=[O:42])[C:36]2[CH:41]=[CH:40][CH:39]=[CH:38][CH:37]=2)[CH2:32][CH3:33])[C:10]([O:13][CH3:14])=[CH:11][CH:12]=1)[CH3:3] |f:0.1|. Reported procedure: Prepared according to the procedure described in Example 1, Step 6, using the following starting materials: [4′-(6-ethoxy-pyridin-3-yl)-2′-ethylaminomethyl-6-methoxy-biphenyl-3-yl]-acetic acid ethyl ester, hydrochloride and benzoyl chloride.